This data is from the Open Reaction Database (ORD), a public repository of structured organic reaction records. The task is: describe an organic reaction: reactants, conditions, products, and yield The reactants are C1=CC=C(C=C1)S(=O)(=O)Cl (benzenesulfochloride), NC1=CC=2C(C3=CC=CC=C3C(C2C=C1)=O)=O (2-amino anthraquinone). The solvent is N1=CC=CC=C1 (pyridine). Conditions: temperature 0 celsius, time 4 hour. The product is C1(=CC=CC=C1)S(=O)(=O)N (benzene-sulfonamide). Reaction SMILES: [CH:1]1[CH:6]=[CH:5][C:4]([S:7](Cl)(=[O:9])=[O:8])=[CH:3][CH:2]=1.[NH2:11]C1C=CC2C(=O)C3C(=CC=CC=3)C(=O)C=2C=1>N1C=CC=CC=1>[C:4]1([S:7]([NH2:11])(=[O:9])=[O:8])[CH:5]=[CH:6][CH:1]=[CH:2][CH:3]=1. Procedure details: 1.32 mol (166 cm3) of benzenesulfochloride is added little by little at 45° C. with constant stirring to a solution of 1 mol (223 g) of 2-amino anthraquinone in 1800 cm3 of pyridine. When the addition is complete the reaction mixture is kept at 45° C. for 4 hours. It is then cooled to 0° C. Drying yields the crude product which is then washed successively in slightly hydrochloric water, in water, and in alcohol. 320 g of practically pure benzene-sulfonamide are thus obtained, which melt at 276° ... Reactants: CNC, CN1CCOCC1, CCN=C=NCCCN(C)C, CN(C)C=O, CCOC(C)=O, CS(=O)(=O)c1ccc(C(CC2CCCC2)c2cc3cc(CC(=O)O)cnc3[nH]2)cc1, Cl, Cl, O, On1nnc2ccccc21. Product: CN(C)C(=O)Cc1cnc2[nH]c(C(CC3CCCC3)c3ccc(S(C)(=O)=O)cc3)cc2c1. Reaction SMILES: [CH3:32][NH:33][CH3:34].[CH3:35][N:36]1[CH2:37][CH2:38][O:39][CH2:40][CH2:41]1.[CH3:54][N:55]([CH3:56])[CH2:57][CH2:58][CH2:59][N:60]=[C:61]=[N:62][CH2:63][CH3:64].[CH3:65][N:66]([CH3:67])[CH:68]=[O:69].[CH3:70][CH2:71][O:72][C:73](=[O:74])[CH3:75].[CH:1]1([CH2:6][CH:7]([c:8]2[cH:9][cH:10][c:11]([S:14](=[O:15])(=[O:16])[CH3:17])[cH:12][cH:13]2)[c:18]2[cH:19][c:20]3[c:21]([n:22][cH:23][c:24]([CH2:26][C:27](=[O:28])[OH:29])[cH:25]3)[nH:30]2)[CH2:2][CH2:3][CH2:4][CH2:5]1.[ClH:31].[ClH:53].[OH2:42].[OH:43][n:44]1[c:45]2[cH:46][cH:47][cH:48][cH:49][c:50]2[n:51][n:52]1>>[CH:1]1([CH2:6][CH:7]([c:8]2[cH:9][cH:10][c:11]([S:14](=[O:15])(=[O:16])[CH3:17])[cH:12][cH:13]2)[c:18]2[cH:19][c:20]3[c:21]([n:22][cH:23][c:24]([CH2:26][C:27](=[O:29])[N:33]([CH3:32])[CH3:34])[cH:25]3)[nH:30]2)[CH2:2][CH2:3][CH2:4][CH2:5]1.